This data is from the Open Reaction Database (ORD), a public repository of structured organic reaction records. The task is: describe an organic reaction: reactants, conditions, products, and yield The reactants are BrC=1C=C(C=C(C1)C(F)(F)F)C=1N=C(OC1)CCC(=O)OC (methyl 3-(4-(3-bromo-5-(trifluoromethyl)phenyl)oxazol-2-yl)propanoate), S1C(=CC=C1)B(O)O (thiophene-2-boronic acid), C([O-])([O-])=O.[Na+].[Na+] (sodium carbonate). The reagents and catalysts are C=1C=CC(=CC1)[P](C=2C=CC=CC2)(C=3C=CC=CC3)[Pd]([P](C=4C=CC=CC4)(C=5C=CC=CC5)C=6C=CC=CC6)([P](C=7C=CC=CC7)(C=8C=CC=CC8)C=9C=CC=CC9)[P](C=1C=CC=CC1)(C=1C=CC=CC1)C=1C=CC=CC1 (tetrakis(triphenylphosphine)palladium(0)). Solvent: C1(=CC=CC=C1)C (toluene). Run at temperature 100 celsius. Yields the product S1C(=CC=C1)C=1C=C(C=C(C1)C(F)(F)F)C=1N=C(OC1)CCC(=O)OC (methyl 3-(4-(3-(thiophen-2-yl)-5-(trifluoromethyl)phenyl)oxazol-2-yl)propanoate). The yield is 31.7%. Reaction SMILES: Br[C:2]1[CH:3]=[C:4]([C:12]2[N:13]=[C:14]([CH2:17][CH2:18][C:19]([O:21][CH3:22])=[O:20])[O:15][CH:16]=2)[CH:5]=[C:6]([C:8]([F:11])([F:10])[F:9])[CH:7]=1.[S:23]1[CH:27]=[CH:26][CH:25]=[C:24]1B(O)O.C(=O)([O-])[O-].[Na+].[Na+]>C1(C)C=CC=CC=1.C1C=CC([P]([Pd]([P](C2C=CC=CC=2)(C2C=CC=CC=2)C2C=CC=CC=2)([P](C2C=CC=CC=2)(C2C=CC=CC=2)C2C=CC=CC=2)[P](C2C=CC=CC=2)(C2C=CC=CC=2)C2C=CC=CC=2)(C2C=CC=CC=2)C2C=CC=CC=2)=CC=1>[S:23]1[CH:27]=[CH:26][CH:25]=[C:24]1[C:2]1[CH:3]=[C:4]([C:12]2[N:13]=[C:14]([CH2:17][CH2:18][C:19]([O:21][CH3:22])=[O:20])[O:15][CH:16]=2)[CH:5]=[C:6]([C:8]([F:11])([F:10])[F:9])[CH:7]=1 |f:2.3.4,^1:47,49,68,87|. Reported procedure: A suspension of methyl 3-(4-(3-bromo-5-(trifluoromethyl)phenyl)oxazol-2-yl)propanoate (Reference Example 44, 0.454 g, 1.20 mmol), thiophene-2-boronic acid (0.230 g, 1.80 mmol) and sodium carbonate (0.954 g, 9.00 mmol) in toluene (30.0 mL) was evacuated and purged with nitrogen. To this mixture was added tetrakis(triphenylphosphine)palladium(0) (0.208 g, 0.180 mmol) and the resulting reaction mixture was heated at 100° C. for 7 h. After this time, the reaction mixture was cooled to room temperatu...